This data is from the Open Reaction Database (ORD), a public repository of structured organic reaction records. The task is: describe an organic reaction: reactants, conditions, products, and yield Starting materials: Cl.C(C)(=O)OCC (Hydrochloric acid ethyl acetate), C(CCCCCCCCCCCCCCCCC)NC(OC1=C(C=CC=C1)CCC(=O)N1CCN(CC1)C)=O (2-[3-(4-methylpiperazino)-3-oxopropyl]phenyl N-octadecylcarbamate). The solvent is C(C)(=O)OCC (ethyl acetate). Run at time 20 minute. Yields the product Cl.C(CCCCCCCCCCCCCCCCC)NC(OC1=C(C=CC=C1)CCC(=O)N1CCN(CC1)C)=O (2-[3-(4-Methylpiperazino)-3-oxopropyl]phenyl N-octadecylcarbamate Hydrochloride). As a reaction SMILES: [ClH:1].C(OCC)(=O)C.[CH2:8]([NH:26][C:27](=[O:46])[O:28][C:29]1[CH:34]=[CH:33][CH:32]=[CH:31][C:30]=1[CH2:35][CH2:36][C:37]([N:39]1[CH2:44][CH2:43][N:42]([CH3:45])[CH2:41][CH2:40]1)=[O:38])[CH2:9][CH2:10][CH2:11][CH2:12][CH2:13][CH2:14][CH2:15][CH2:16][CH2:17][CH2:18][CH2:19][CH2:20][CH2:21][CH2:22][CH2:23][CH2:24][CH3:25]>C(OCC)(=O)C>[ClH:1].[CH2:8]([NH:26][C:27](=[O:46])[O:28][C:29]1[CH:34]=[CH:33][CH:32]=[CH:31][C:30]=1[CH2:35][CH2:36][C:37]([N:39]1[CH2:40][CH2:41][N:42]([CH3:45])[CH2:43][CH2:44]1)=[O:38])[CH2:9][CH2:10][CH2:11][CH2:12][CH2:13][CH2:14][CH2:15][CH2:16][CH2:17][CH2:18][CH2:19][CH2:20][CH2:21][CH2:22][CH2:23][CH2:24][CH3:25] |f:0.1,4.5|. Reported procedure: 4N Hydrochloric acid/ethyl acetate solution (0.11 ml) was added to a solution containing 2-[3-(4-methylpiperazino)-3-oxopropyl]phenyl N-octadecylcarbamate (0.20 g) in ethyl acetate (2 ml) while being cooled with ice. After being stirred for 20 minutes, the reaction mixture was concentrated. The residue was recrystallized with the mixed solution of ethyl acetate-ethanol, thereby yielding the entitled compound (0.19 g) as white solid. The reactants are COC1(NC2=C(N1)C=C(C=C2[N+](=O)[O-])C(F)(F)F)C(F)(F)F (2-methoxy-2,6-bis(trifluoromethyl)-4-nitrobenzimidazoline), [Na] (sodium). Product: [NH4+].OC1(NC2=C(N1)C=C(C=C2[N+](=O)[O-])C(F)(F)F)C(C(F)(F)F)(F)F (2-hydroxy-2-(pentafluoroethyl)-4-nitro-6-(trifluoromethyl)benzimidazoline, ammonium salt). RXN SMILES: C[O:2][C:3]1([C:19](F)([F:21])[F:20])[NH:7][C:6]2[CH:8]=[C:9]([C:15]([F:18])([F:17])[F:16])[CH:10]=[C:11]([N+:12]([O-:14])=[O:13])[C:5]=2[NH:4]1.[Na]>>[NH4+:4].[OH:2][C:3]1([C:19]([F:21])([F:20])[C:15]([F:18])([F:17])[F:16])[NH:7][C:6]2[CH:8]=[C:9]([C:15]([F:18])([F:17])[F:16])[CH:10]=[C:11]([N+:12]([O-:14])=[O:13])[C:5]=2[NH:4]1 |f:2.3,^1:22|. Reported procedure: 2-methoxy-2,6-bis(trifluoromethyl)-4-nitrobenzimidazoline, sodium salt The reactants are C1(=CC=CC=C1)P(C1=CC=CC=C1)C1=CC=CC=C1 (triphenylphosphine), ClS(=O)(=O)C=1C=CC2=C(C(NC3=C(N2)N=CC=C3)=O)C1 (5,11-Dihydro-8-chlorosulfonyl-6H-pyrido[2,3-b][1,4]benzodiazepine-6-one), 6, 8-thio, CI (methyl iodide), CI NH3. The solvent is O1CCOCC1 (dioxane). Yields the product CSC=1C=CC2=C(C(NC3=C(N2)N=CC=C3)=O)C1 (5,11-Dihydro-8-methylthio-6H-pyrido [2,3-b][1,4]benzodiazepine-6-one). Reaction SMILES: Cl[S:2]([C:5]1[CH:6]=[CH:7][C:8]2[NH:14][C:13]3[N:15]=[CH:16][CH:17]=[CH:18][C:12]=3[NH:11][C:10](=[O:19])[C:9]=2[CH:20]=1)(=O)=O.[C:21]1(P(C2C=CC=CC=2)C2C=CC=CC=2)C=CC=CC=1.CI>O1CCOCC1>[CH3:21][S:2][C:5]1[CH:6]=[CH:7][C:8]2[NH:14][C:13]3[N:15]=[CH:16][CH:17]=[CH:18][C:12]=3[NH:11][C:10](=[O:19])[C:9]=2[CH:20]=1. Procedure: Intermediate 7, freshly prepared from 6 (0.5 g, 2.4 mmol) , was reduced with triphenylphosphine (2.8 g, 11.0 mmol) in dioxane (20 mL) for 2 h at 90° C. See Oae, S.; Togo, H., Bull. Chem. Soc. Jpn., 1983, 56, 3802, which is specifically incorporated by reference herein. The crude 8-thio-derivative was quenched (10 min, 25° C.) with excess methyl iodide (0.5 mL, 8.0 mmol) and crystallized from toluene to yield 50 mg (8% from 6) of 8 as a waxy solid: 1H NMR (CDCl3) δ 2.40 (s, 3 H, CH3), 6.25 (br s,... Reactants: CN, O=C1CC2(CCO1)c1ccccc1Oc1ccccc12. Product: CN1CCC2(CC1=O)c1ccccc1Oc1ccccc12. Reaction SMILES: [CH3:21][NH2:22].[O:1]1[C:2](=[O:20])[CH2:3][C:4]2([CH2:5][CH2:6]1)[c:7]1[cH:8][cH:9][cH:10][cH:11][c:12]1[O:13][c:14]1[cH:15][cH:16][cH:17][cH:18][c:19]12>>[O:1]=[C:2]1[CH2:3][C:4]2([CH2:5][CH2:6][N:22]1[CH3:21])[c:7]1[cH:8][cH:9][cH:10][cH:11][c:12]1[O:13][c:14]1[cH:15][cH:16][cH:17][cH:18][c:19]12.